Dataset: the Open Reaction Database (ORD), a public repository of structured organic reaction records. Task: describe an organic reaction: reactants, conditions, products, and yield Procedure: The procedure was similar to step S19C, while the starting material was 22B in stead of 19B. Yields the product ClC1=NC2=C(C3=CC=CC=C13)OC1=C2C=CC=C1 (5-chloro-benzofuro[3,2-c]isoquinoline). Starting materials: OC1=NC2=C(C3=CC=CC=C13)OC1=C2C=CC=C1 (5-hydroxyl-benzofuro[3,2-c]isoquinoline), ClC1=CC=C2C3=C(N=C(C2=C1)O)C1=C(O3)C=CC=C1 (3-chloro-benzofuro[3,2-c]isoquinoline-5-ol). RXN SMILES: O[C:2]1[C:11]2[C:6](=[CH:7][CH:8]=[CH:9][CH:10]=2)[C:5]2[O:12][C:13]3[CH:18]=[CH:17][CH:16]=[CH:15][C:14]=3[C:4]=2[N:3]=1.[Cl:19]C1C=C2C(C3OC4C=CC=CC=4C=3N=C2O)=CC=1>>[Cl:19][C:2]1[C:11]2[C:6](=[CH:7][CH:8]=[CH:9][CH:10]=2)[C:5]2[O:12][C:13]3[CH:18]=[CH:17][CH:16]=[CH:15][C:14]=3[C:4]=2[N:3]=1.